From a dataset of the Open Reaction Database (ORD), a public repository of structured organic reaction records. describe an organic reaction: reactants, conditions, products, and yield Reactants: BrC1=CN(C=2N=CN=C(C21)N[C@@H](C)C2=NN1C(C(N2C2=CC=CC=C2)=O)=C(C=C1)C)COCC[Si](C)(C)C ((S)-2-(1-((5-Bromo-7-((2-(trimethylsilyl)ethoxy)methyl)-7H-pyrrolo[2,3-d]pyrimidin-4-yl)amino)ethyl)-5-methyl-3-phenylpyrrolo[2,1-f][1,2,4]triazin-4(3H)-one), COC=1C=C(C=CC1B1OC(C(O1)(C)C)(C)C)S(=O)(=O)NC (3-methoxy-N-methyl-4-(4,4,5,5-tetramethyl-1,3,2-dioxaborolan-2-yl)benzenesulfonamide), C([O-])([O-])=O.[Na+].[Na+] (sodium carbonate). Solvent: COCCOC (1,2-dimethoxyethane), O (water). Product: COC=1C=C(C=CC1C1=CN(C=2N=CN=C(C21)N[C@@H](C)C2=NN1C(C(N2C2=CC=CC=C2)=O)=C(C=C1)C)COCC[Si](C)(C)C)S(=O)(=O)NC ((S)-3-Methoxy-N-methyl-4-(4-((1-(5-methyl-4-oxo-3-phenyl-3,4-dihydropyrrolo[2,1-f][1,2,4]triazin-2-yl)ethyl)amino)-7-((2-(trimethylsilyl)ethoxy)methyl)-7H-pyrrolo[2,3-d]pyrimidin-5-yl)benzenesulfonamide). The yield is 80.4%. As a reaction SMILES: Br[C:2]1[C:10]2[C:9]([NH:11][C@H:12]([C:14]3[N:19]([C:20]4[CH:25]=[CH:24][CH:23]=[CH:22][CH:21]=4)[C:18](=[O:26])[C:17]4=[C:27]([CH3:30])[CH:28]=[CH:29][N:16]4[N:15]=3)[CH3:13])=[N:8][CH:7]=[N:6][C:5]=2[N:4]([CH2:31][O:32][CH2:33][CH2:34][Si:35]([CH3:38])([CH3:37])[CH3:36])[CH:3]=1.[CH3:39][O:40][C:41]1[CH:42]=[C:43]([S:56]([NH:59][CH3:60])(=[O:58])=[O:57])[CH:44]=[CH:45][C:46]=1B1OC(C)(C)C(C)(C)O1.C(=O)([O-])[O-].[Na+].[Na+]>COCCOC.O>[CH3:39][O:40][C:41]1[CH:42]=[C:43]([S:56]([NH:59][CH3:60])(=[O:58])=[O:57])[CH:44]=[CH:45][C:46]=1[C:2]1[C:10]2[C:9]([NH:11][C@H:12]([C:14]3[N:19]([C:20]4[CH:25]=[CH:24][CH:23]=[CH:22][CH:21]=4)[C:18](=[O:26])[C:17]4=[C:27]([CH3:30])[CH:28]=[CH:29][N:16]4[N:15]=3)[CH3:13])=[N:8][CH:7]=[N:6][C:5]=2[N:4]([CH2:31][O:32][CH2:33][CH2:34][Si:35]([CH3:38])([CH3:37])[CH3:36])[CH:3]=1 |f:2.3.4|. Procedure details: (S)-2-(1-((5-Bromo-7-((2-(trimethylsilyl)ethoxy)methyl)-7H-pyrrolo[2,3-d]pyrimidin-4-yl)amino)ethyl)-5-methyl-3-phenylpyrrolo[2,1-f][1,2,4]triazin-4(3H)-one (50 mg, 0.08 mmol) was treated with 3-methoxy-N-methyl-4-(4,4,5,5-tetramethyl-1,3,2-dioxaborolan-2-yl)benzenesulfonamide (72 mg, 0.22 mmol), sodium carbonate (23 mg, 0.22 mmols) and 1,1′-bis(diphenylphosphino)ferrocene-palladium(II)dichloride dichloromethane complex (21 mg, 0.03 mmol) in 1,2-dimethoxyethane (1.60 ml) and water (0.40 ml) acco... The reactants are N1C(=CC=2C1=CN=CC2)C(=O)OCC (Ethyl 1H-pyrrolo[2,3-c]pyridine-2-carboxylate). Reagents/catalysts: [Rh] (Rh/Al2O3). Run in C(C)(=O)O (acetic acid). Reaction conditions: time 7 day. Yields the product N1C(=CC2=C1CNCC2)C(=O)OCC (ethyl 4,5,6,7-tetrahydro-1H-pyrrolo[2,3-c]pyridine-2-carboxylate). Yield: 97.0%. RXN SMILES: [NH:1]1[C:5]2=[CH:6][N:7]=[CH:8][CH:9]=[C:4]2[CH:3]=[C:2]1[C:10]([O:12][CH2:13][CH3:14])=[O:11]>C(O)(=O)C.[Rh]>[NH:1]1[C:5]2[CH2:6][NH:7][CH2:8][CH2:9][C:4]=2[CH:3]=[C:2]1[C:10]([O:12][CH2:13][CH3:14])=[O:11]. Procedure details: Ethyl 1H-pyrrolo[2,3-c]pyridine-2-carboxylate (4.225 g, 22.21 mmol) was dissolved in acetic acid (150 mL) and 5% Rh/Al2O3 (9.144 g, 0.2 eq.) was added. The suspension was hydrogenated (45 Bars) at rt for 4 days then at 50° C. for 7 days. The catalyst was removed by filtration through a Celite pad, was washed with acetic acid and the filtrate was evaporated. The residue was dissolved in DCM, washed with saturated aqueous solution of NaHCO3 and aqueous phases were extracted with DCM. The combined ... Reactants: C(C)OC(=O)C1(O[C@H]2[C@H](NC1=O)CCCC2)C (trans-ethyl-2-methyl-3-oxo-octahydro-2H-1,4-benzoxazine-2-carboxylate), [H-].[Na+] (NaH), CI (methyl iodide). The solvent is C1(=CC=CC=C1)C (toluene). The product is C(C)OC(=O)C1(O[C@H]2[C@H](N(C1=O)C)CCCC2)C (trans-Ethyl-2,4-dimethyl-3-oxo-octahydro-2H-1,4-benzoxazine-2-carboxylate). Isolated yield 62.5%. Reaction SMILES: [CH2:1]([O:3][C:4]([C:6]1([CH3:17])[C:11](=[O:12])[NH:10][C@@H:9]2[CH2:13][CH2:14][CH2:15][CH2:16][C@H:8]2[O:7]1)=[O:5])[CH3:2].[H-].[Na+].[CH3:20]I>C1(C)C=CC=CC=1>[CH2:1]([O:3][C:4]([C:6]1([CH3:17])[C:11](=[O:12])[N:10]([CH3:20])[C@@H:9]2[CH2:13][CH2:14][CH2:15][CH2:16][C@H:8]2[O:7]1)=[O:5])[CH3:2] |f:1.2|. Procedure details: To a solution of trans-ethyl-2-methyl-3-oxo-octahydro-2H-1,4-benzoxazine-2-carboxylate (483 mg, 2 mmoles) in anhydrous toluene (10 ml), NaH (96 mg, 4 mmoles) and methyl iodide (710 mg, 5 mmoles) were added and the mixture was heated for 30 minutes at reflux temperature. After the completion of the reaction, the toluene solution was washed with 1N HCl (10 ml), 1N NaOH (10 ml) and a saturated NaCl solution (10 ml). The solution was dried over MgSO4 and the solvent was evaporated. Thus there were o... Starting materials: C(C)OC(CNC(=O)C=1C(OC2=CC(=CC=C2C1O)Br)=O)=O ([(7-bromo-4-hydroxy-2-oxo-2H-chromene-3-carbonyl)-amino]-acetic acid ethyl ester), C[Sn](C)(C)C (tetramethyltin). The reagents and catalysts are Cl[Pd]([P](C1=CC=CC=C1)(C2=CC=CC=C2)C3=CC=CC=C3)([P](C4=CC=CC=C4)(C5=CC=CC=C5)C6=CC=CC=C6)Cl (Pd(PPh3)2Cl2). Solvent: C(C)(=O)OCC (ethyl acetate), CN(C=O)C (N,N-dimethylformamide). Conditions: temperature 120 celsius. Yields the product C(C)OC(CNC(=O)C=1C(OC2=CC(=CC=C2C1O)C)=O)=O ([(4-Hydroxy-7-methyl-2-oxo-2H-chromene-3-carbonyl)-amino]-acetic acid ethyl ester). The yield is 61.7%. As a reaction SMILES: [CH2:1]([O:3][C:4](=[O:22])[CH2:5][NH:6][C:7]([C:9]1[C:10](=[O:21])[O:11][C:12]2[C:17]([C:18]=1[OH:19])=[CH:16][CH:15]=[C:14](Br)[CH:13]=2)=[O:8])[CH3:2].[CH3:23][Sn](C)(C)C>CN(C)C=O.C(OCC)(=O)C.Cl[Pd](Cl)([P](C1C=CC=CC=1)(C1C=CC=CC=1)C1C=CC=CC=1)[P](C1C=CC=CC=1)(C1C=CC=CC=1)C1C=CC=CC=1>[CH2:1]([O:3][C:4](=[O:22])[CH2:5][NH:6][C:7]([C:9]1[C:10](=[O:21])[O:11][C:12]2[C:17]([C:18]=1[OH:19])=[CH:16][CH:15]=[C:14]([CH3:23])[CH:13]=2)=[O:8])[CH3:2] |^1:41,60|. Procedure: A mixture of [(7-bromo-4-hydroxy-2-oxo-2H-chromene-3-carbonyl)-amino]-acetic acid ethyl ester (212 mg, 0.563 mmol), tetramethyltin (0.158 mL, 1.14 mmol) and Pd(PPh3)2Cl2 (20 mg, 0.029 mmol) in N,N-dimethylformamide (2 mL) was heated in a 120° C.-oil bath under nitrogen for 1 h; then cooled, diluted with ethyl acetate, washed with water, saturated NaCl solution, and ethyl acetate phase was dried over Na2SO4, filtered, concentrated and column purified to give desired product (106 mg). ESI (m/z): 3...